From a dataset of the Open Reaction Database (ORD), a public repository of structured organic reaction records. describe an organic reaction: reactants, conditions, products, and yield Reported procedure: To a solution of 2-acetyl-3-hydroxy-4-(5-methyl-7-nitroindan-4-yloxy)phenyl trifluoromethanesulfonate (477 mg) in dichloromethane (5 mL) were added triethylsilane (0.960 mL) and trifluoroacetic acid (5 mL), and the mixture was stirred at room temperature overnight. Adding water, the reaction mixture was stirred for 1 hour and extracted with dichloromethane. The organic layer was washed with water, a saturated aqueous solution of sodium hydrogen carbonate and brine successively, and dried over an... Yields the product FC(S(=O)(=O)OC1=C(C(=C(C=C1)OC1=C2CCCC2=C(C=C1C)[N+](=O)[O-])O)CC)(F)F (2-Ethyl-3-hydroxy-4-(5-methyl-7-nitroindan-4-yloxy)phenyl trifluoromethanesulfonate). Isolated yield 59.2%. Reaction SMILES: [F:1][C:2]([F:32])([F:31])[S:3]([O:6][C:7]1[CH:12]=[CH:11][C:10]([O:13][C:14]2[C:22]([CH3:23])=[CH:21][C:20]([N+:24]([O-:26])=[O:25])=[C:19]3[C:15]=2[CH2:16][CH2:17][CH2:18]3)=[C:9]([OH:27])[C:8]=1[C:28](=O)[CH3:29])(=[O:5])=[O:4].C([SiH](CC)CC)C.FC(F)(F)C(O)=O.O>ClCCl>[F:31][C:2]([F:1])([F:32])[S:3]([O:6][C:7]1[CH:12]=[CH:11][C:10]([O:13][C:14]2[C:22]([CH3:23])=[CH:21][C:20]([N+:24]([O-:26])=[O:25])=[C:19]3[C:15]=2[CH2:16][CH2:17][CH2:18]3)=[C:9]([OH:27])[C:8]=1[CH2:28][CH3:29])(=[O:4])=[O:5]. Solvent: ClCCl (dichloromethane). The reactants are FC(S(=O)(=O)OC1=C(C(=C(C=C1)OC1=C2CCCC2=C(C=C1C)[N+](=O)[O-])O)C(C)=O)(F)F (2-acetyl-3-hydroxy-4-(5-methyl-7-nitroindan-4-yloxy)phenyl trifluoromethanesulfonate), C(C)[SiH](CC)CC (triethylsilane), FC(C(=O)O)(F)F (trifluoroacetic acid), O (water). Run at time 8 hour. Starting materials: N(=O)[O-].[Na+] (sodium nitrite), NC(=O)N (urea), ClC1=C(N)C(=CC(=C1)[N+](=O)[O-])Cl (2,6-dichloro-4-nitroaniline), [I-].[K+] (Potassium iodide), ice water. The solvent is S(O)(O)(=O)=O (sulphuric acid), C(C)(=O)O (acetic acid), O (water). Conditions: time 0.5 hour. Product: ClC=1C=C(C=C(C1I)Cl)[N+](=O)[O-] (3,5-dichloro-4-iodonitrobenzene). The yield is 85.8%. Reaction SMILES: [Cl:1][C:2]1[CH:8]=[C:7]([N+:9]([O-:11])=[O:10])[CH:6]=[C:5]([Cl:12])[C:3]=1N.N([O-])=O.[Na+].NC(N)=O.[I-:21].[K+]>C(O)(=O)C.S(=O)(=O)(O)O.O>[Cl:1][C:2]1[CH:8]=[C:7]([N+:9]([O-:11])=[O:10])[CH:6]=[C:5]([Cl:12])[C:3]=1[I:21] |f:1.2,4.5|. Reported procedure: To a stirred suspension of 2,6-dichloro-4-nitroaniline (200 g) in glacial acetic acid (1.3 l) at 16° was added dropwise a solution of sodium nitrite (93.84 g) in concentrated sulphuric acid (500 ml), keeping the reaction mixture below 22°. The reaction mixture was stirred and kept below this temperature for 0.5 hour, then poured slowly onto crushed ice/water (2.5 liters) containing urea (31.71 g), keeping the mixture below 23°. Potassium iodide (225.77 g) in water (600 ml) was slowly added with ... The reactants are [OH-].[Na+] (sodium hydroxide), CSC(NCCO)=S (N-(2-hydroxyethyl)dithiocarbamic acid methyl ester), C=C(C)C (isobutene), S(O)(O)(=O)=O (sulfuric acid). Run in ClCCl (dichloromethane). Run at time 17 hour. Yields the product CSC(NCCOC(C)(C)C)=S (N-(2-t-butoxyethyl)dithiocarbamic acid methyl ester). Reaction SMILES: [CH3:1][S:2][C:3](=[S:8])[NH:4][CH2:5][CH2:6][OH:7].[CH2:9]=[C:10]([CH3:12])[CH3:11].S(=O)(=O)(O)O.[OH-].[Na+]>ClCCl>[CH3:1][S:2][C:3](=[S:8])[NH:4][CH2:5][CH2:6][O:7][C:10]([CH3:12])([CH3:11])[CH3:9] |f:3.4|. Procedure details: In a sealed glass tube is placed a solution of N-(2-hydroxyethyl)dithiocarbamic acid methyl ester (4.3 g), isobutene (30 ml) and concentrated sulfuric acid (0.1 ml) in dichloromethane (20 ml) prepared at -50° C. to -60° C. The mixture is warmed slowly to room temperature and then left to stand for 17 hours. The reaction mixture is poured into aqueous 0.5% sodium hydroxide and extracted with dichloromethane. The extract is washed with water, dried and concentrated to give N-(2-t-butoxyethyl)dithi... Starting materials: C1CCOC1, CS(=O)(=O)c1ccc(-c2cc3nccc(Oc4ccc(N)cc4F)c3s2)cc1, O=C(Cc1ccccc1)N=C=S. As a reaction SMILES: [CH2:41]1[O:42][CH2:43][CH2:44][CH2:45]1.[F:1][c:2]1[cH:3][c:4]([NH2:28])[cH:5][cH:6][c:7]1[O:8][c:9]1[c:10]2[c:11]([n:12][cH:13][cH:14]1)[cH:15][c:16](-[c:18]1[cH:19][cH:20][c:21]([S:24](=[O:25])(=[O:26])[CH3:27])[cH:22][cH:23]1)[s:17]2.[c:29]1([CH2:35][C:36](=[O:37])[N:38]=[C:39]=[S:40])[cH:30][cH:31][cH:32][cH:33][cH:34]1>>[F:1][c:2]1[cH:3][c:4]([NH:28][C:39]([NH:38][C:36]([CH2:35][c:29]2[cH:30][cH:31][cH:32][cH:33][cH:34]2)=[O:37])=[S:40])[cH:5][cH:6][c:7]1[O:8][c:9]1[c:10]2[c:11]([n:12][cH:13][cH:14]1)[cH:15][c:16](-[c:18]1[cH:19][cH:20][c:21]([S:24](=[O:25])(=[O:26])[CH3:27])[cH:22][cH:23]1)[s:17]2. Product: CS(=O)(=O)c1ccc(-c2cc3nccc(Oc4ccc(NC(=S)NC(=O)Cc5ccccc5)cc4F)c3s2)cc1. Starting materials: FS(C1=CC=CC=C1)(F)(F)(F)F (1-(pentafluorosulfanyl)benzene), B(F)(F)F.CCOCC (BF3.OEt2), N(=O)OC(C)(C)C (tert-Butyl nitrite), CC#N (CH3CN). The solvent is C(Cl)Cl (CH2Cl2), C(Cl)Cl (CH2Cl2). Reaction conditions: temperature 0 celsius, time 1 hour. Product: F[B-](F)(F)F.FS(C1=CC=C(C=C1)[N+]#N)(F)(F)(F)F (4-(Pentafluorosulfanyl)benzenediazonium Tetrafluoroborate). Yield: 84.0%. As a reaction SMILES: [F:1][S:2]([F:12])([F:11])([F:10])([F:9])[C:3]1[CH:8]=[CH:7]C=C[CH:4]=1.[B:13]([F:16])([F:15])[F:14].CCOCC.[N:22](OC(C)(C)C)=O.[CH3:29][C:30]#[N:31]>C(Cl)Cl>[F:14][B-:13]([F:1])([F:16])[F:15].[F:1][S:2]([F:12])([F:11])([F:10])([F:9])[C:3]1[CH:8]=[CH:7][C:30]([N+:31]#[N:22])=[CH:29][CH:4]=1 |f:1.2,6.7|. Procedure: A solution of 1-(pentafluorosulfanyl)benzene (495.9 mg, 2.263 mmol) in CH2Cl2 (10 mL) was added dropwise to BF3.OEt2 (493.3 mg, 3.476 mmol) in a flask cooled with an ice-water bath. tert-Butyl nitrite (300.1 mg, 2.910 mmol) in 2 mL of CH2Cl2 was added dropwise and stirred at 0° C. for 1 h. The precipitated colorless crystals were isolated by filtration. The crystals was dissolve in CH3CN (0.4 mL) and precipitated by addition of ether to give pale yellow solid crystals, which were washed with die... Reactants: CCN(CC)CCNc1cccc2sc3ccc(OC)cc3c(=O)c12, CC(=O)O, ClC(Cl)Cl, [Na+], [OH-]. The product is CCN(CC)CCNc1ccc(CO)c2sc3ccc(OC)cc3c(=O)c12. RXN SMILES: [CH2:1]([CH3:2])[N:3]([CH2:4][CH2:5][NH:6][c:7]1[cH:8][cH:9][cH:10][c:11]2[s:12][c:13]3[cH:14][cH:15][c:16]([O:22][CH3:23])[cH:17][c:18]3[c:19](=[O:21])[c:20]12)[CH2:24][CH3:25].[CH3:26][C:27]([OH:28])=[O:29].[Cl:32][CH:33]([Cl:34])[Cl:35].[Na+:31].[OH-:30]>>[CH2:1]([CH3:2])[N:3]([CH2:4][CH2:5][NH:6][c:7]1[cH:8][cH:9][c:10]([CH2:27][OH:28])[c:11]2[s:12][c:13]3[cH:14][cH:15][c:16]([O:22][CH3:23])[cH:17][c:18]3[c:19](=[O:21])[c:20]12)[CH2:24][CH3:25]. Reactants: C, CO, CC1(C)C(=O)N(C2CCCCCCC2)N1C(=O)c1ccccc1[N+](=O)[O-], [Pd]. Product: CC1(C)C(=O)N(C2CCCCCCC2)N1C(=O)c1ccccc1N. As a reaction SMILES: [C:29].[CH3:27][OH:28].[CH:1]1([N:9]2[N:10]([C:16](=[O:17])[c:18]3[c:19]([N+:24]([O-:25])=[O:26])[cH:20][cH:21][cH:22][cH:23]3)[C:11]([CH3:14])([CH3:15])[C:12]2=[O:13])[CH2:2][CH2:3][CH2:4][CH2:5][CH2:6][CH2:7][CH2:8]1.[Pd:30]>>[CH:1]1([N:9]2[N:10]([C:16](=[O:17])[c:18]3[c:19]([NH2:24])[cH:20][cH:21][cH:22][cH:23]3)[C:11]([CH3:14])([CH3:15])[C:12]2=[O:13])[CH2:2][CH2:3][CH2:4][CH2:5][CH2:6][CH2:7][CH2:8]1.